The task is: describe an organic reaction: reactants, conditions, products, and yield. This data is from the Open Reaction Database (ORD), a public repository of structured organic reaction records. Starting materials: COc1ccnc(Cl)n1, [H-], Nc1ccc(I)cc1, [Na+], CN(C)C=O, O. The product is COc1ccnc(Nc2ccc(I)cc2)n1. As a reaction SMILES: [Cl:11][c:12]1[n:13][cH:14][cH:15][c:16]([O:18][CH3:19])[n:17]1.[H-:1].[I:3][c:4]1[cH:5][cH:6][c:7]([NH2:8])[cH:9][cH:10]1.[Na+:2].[O:21]=[CH:22][N:23]([CH3:24])[CH3:25].[OH2:20]>>[I:3][c:4]1[cH:5][cH:6][c:7]([NH:8][c:12]2[n:13][cH:14][cH:15][c:16]([O:18][CH3:19])[n:17]2)[cH:9][cH:10]1. Starting materials: Example 206, C(C)(=O)OC(C)=O (acetic anhydride), C(C)(=O)N1CC(CC1)C1=CC(=C2C(=NC=NN21)N)C2=CC(=C(C=C2)NC(=O)NC2=C(C=CC(=C2)C(F)(F)F)F)F (N-{4-[7-(1-acetylpyrrolidin-3-yl)-4-aminopyrrolo[2,1-f][1,2,4]triazin-5-yl]-2-fluorophenyl}-N′ [2-fluoro-5-(trifluoromethyl)-phenyl]urea). Product: C(C)(=O)N1CC(CC1)C1=CC(=C2C(=NC=NN21)N)C2=CC=C(C=C2)NC(=O)NC2=C(C=CC(=C2)C(F)(F)F)F (1-{4-[7-(1-acetylpyrrolidin-3-yl)-4-aminopyrrolo[2,1-f][1,2,4]triazin-5-yl]phenyl}-3-[2-fluoro-5-(trifluoromethyl)phenyl]urea). Yield: 25.0%. Reaction SMILES: C(OC(=O)C)(=O)C.[C:8]([N:11]1[CH2:15][CH2:14][CH:13]([C:16]2[N:24]3[C:19]([C:20]([NH2:25])=[N:21][CH:22]=[N:23]3)=[C:18]([C:26]3[CH:31]=[CH:30][C:29]([NH:32][C:33]([NH:35][C:36]4[CH:41]=[C:40]([C:42]([F:45])([F:44])[F:43])[CH:39]=[CH:38][C:37]=4[F:46])=[O:34])=[C:28](F)[CH:27]=3)[CH:17]=2)[CH2:12]1)(=[O:10])[CH3:9]>>[C:8]([N:11]1[CH2:15][CH2:14][CH:13]([C:16]2[N:24]3[C:19]([C:20]([NH2:25])=[N:21][CH:22]=[N:23]3)=[C:18]([C:26]3[CH:27]=[CH:28][C:29]([NH:32][C:33]([NH:35][C:36]4[CH:41]=[C:40]([C:42]([F:45])([F:44])[F:43])[CH:39]=[CH:38][C:37]=4[F:46])=[O:34])=[CH:30][CH:31]=3)[CH:17]=2)[CH2:12]1)(=[O:10])[CH3:9]. Procedure: Example 206 (91 mg, 0.182 mmol) is allowed to react with acetic anhydride (20 mg, 0.200 mmol) following the procedure to make N-{4-[7-(1-acetylpyrrolidin-3-yl)-4-aminopyrrolo[2,1-f][1,2,4]triazin-5-yl]-2-fluorophenyl}-N′ [2-fluoro-5-(trifluoromethyl)-phenyl]urea. The product was purified by ether trituration to yield 25 mg (25%) pure desired product. 1H NMR (300 MHz, DMSO-d6) δ 10.12 (s, 1H), 10.05 (bs, 1H), 8.54 (d, J=5.1 Hz, 1H), 8.26 (t, J=8.4 Hz, 1H), 8.00 (s, 1H), 7.92 (s, 1H), 7.39 to 7.23... Reaction SMILES: [CH3:1][C:2]([Cl:3])=[O:4].[NH2:5][c:6]1[s:7][cH:8][cH:9][c:10]1[C:11](=[O:12])[NH2:13].[cH:14]1[cH:15][cH:16][n:17][cH:18][cH:19]1>>[CH3:1][C:2](=[O:4])[NH:5][c:6]1[s:7][cH:8][cH:9][c:10]1[C:11](=[O:12])[NH2:13]. Reactants: CC(=O)Cl, NC(=O)c1ccsc1N, c1ccncc1. The product is CC(=O)Nc1sccc1C(N)=O.